This data is from the Open Reaction Database (ORD), a public repository of structured organic reaction records. The task is: describe an organic reaction: reactants, conditions, products, and yield Starting materials: NC1=CC(=C(CC2CCN(CC2)CC2=CC=C(C=C2)C(C(F)(F)F)(C(F)(F)F)O)C=C1F)Cl (2-(4-((4-(4-amino-2-chloro-5-fluorobenzyl)piperidin-1-yl)methyl)phenyl)-1,1,1,3,3,3-hexafluoropropan-2-ol), C(OC1=CC=C(C=C1)[N+](=O)[O-])(=O)Cl (4-nitrophenyl carbonochloridate), O1CCCC1 (tetrahydrofuran), NCC(C)(O)C (1-Amino-2-methylpropan-2-ol). Reaction conditions: time 8 hour. The product is NC(CNC(=O)NC1=C(C=C(C(=C1)Cl)CC1CCN(CC1)CC1=CC=C(C=C1)C(C(F)(F)F)(C(F)(F)F)O)F)(C)C (1-(2-Amino-2-methylpropyl)-3-(5-chloro-2-fluoro-4-((1-(4-(1,1,1,3,3,3-hexafluoro-2-hydroxypropan-2-yl)benzyl)piperidin-4-yl)methyl)phenyl)urea). As a reaction SMILES: [NH2:1][C:2]1[C:31]([F:32])=[CH:30][C:5]([CH2:6][CH:7]2[CH2:12][CH2:11][N:10]([CH2:13][C:14]3[CH:19]=[CH:18][C:17]([C:20]([OH:29])([C:25]([F:28])([F:27])[F:26])[C:21]([F:24])([F:23])[F:22])=[CH:16][CH:15]=3)[CH2:9][CH2:8]2)=[C:4]([Cl:33])[CH:3]=1.C(Cl)(=O)OC1C=CC([N+:42]([O-])=O)=CC=1.[NH2:47][CH2:48][C:49]([CH3:52])(O)[CH3:50].[O:53]1[CH2:57]CCC1>>[NH2:42][C:49]([CH3:52])([CH3:50])[CH2:48][NH:47][C:57]([NH:1][C:2]1[CH:3]=[C:4]([Cl:33])[C:5]([CH2:6][CH:7]2[CH2:12][CH2:11][N:10]([CH2:13][C:14]3[CH:19]=[CH:18][C:17]([C:20]([OH:29])([C:25]([F:28])([F:26])[F:27])[C:21]([F:22])([F:23])[F:24])=[CH:16][CH:15]=3)[CH2:9][CH2:8]2)=[CH:30][C:31]=1[F:32])=[O:53]. Procedure: A solution of 2-(4-((4-(4-amino-2-chloro-5-fluorobenzyl)piperidin-1-yl)methyl)phenyl)-1,1,1,3,3,3-hexafluoropropan-2-ol (0.200 mmol, 100 mg) and 4-nitrophenyl carbonochloridate (0.200 mmol, 40.4 mg) in tetrahydrofuran (5 mL) was stirred at room temperature for 30 minutes. 1-Amino-2-methylpropan-2-ol (0.401 mmol, 0.051 mL, 35.7 mg) was added and the reaction was kept at room temperature overnight. The reaction mixture was concentrated under vacuum and residue purified by silica column chromatogra... The reactants are O=C(Nc1ccc([N+](=O)[O-])cc1)C(=O)N1CCC(Cc2ccccc2)CC1, CCOC(C)=O, Cl. Yields the product Nc1ccc(NC(=O)C(=O)N2CCC(Cc3ccccc3)CC2)cc1, Cl. RXN SMILES: [CH2:1]([c:2]1[cH:3][cH:4][cH:5][cH:6][cH:7]1)[CH:8]1[CH2:9][CH2:10][N:11]([C:14]([C:15](=[O:16])[NH:17][c:18]2[cH:19][cH:20][c:21]([N+:24]([O-:25])=[O:26])[cH:22][cH:23]2)=[O:27])[CH2:12][CH2:13]1.[CH3:29][CH2:30][O:31][C:32](=[O:33])[CH3:34].[ClH:28]>>[CH2:1]([c:2]1[cH:3][cH:4][cH:5][cH:6][cH:7]1)[CH:8]1[CH2:9][CH2:10][N:11]([C:14]([C:15](=[O:16])[NH:17][c:18]2[cH:19][cH:20][c:21]([NH2:24])[cH:22][cH:23]2)=[O:27])[CH2:12][CH2:13]1.[ClH:28]. The reactants are CC(C)=CCCC(C)CCO (citronellol), [H][H] (hydrogen). Yields the product C[C@@H]1CC[C@H](C(=O)C1)C(C)C (menthone). Reaction SMILES: [CH3:1][C:2](=[CH:4][CH2:5][CH2:6][CH:7]([CH2:9][CH2:10][OH:11])[CH3:8])[CH3:3].[H][H]>>[CH3:8][C@H:7]1[CH2:9][C:10](=[O:11])[C@H:4]([CH:2]([CH3:3])[CH3:1])[CH2:5][CH2:6]1. Reported procedure: In another embodiment of the present invention, the present invention provides a process for producing menthol in good yields which comprises dehydrogenating citronellol in a reaction system containing a catalyst at a temperature of about 150° to about 260° C in an atmosphere of hydrogen under a pressure of 0 to about 5 kg/cm2.G to produce menthone, and then, in the same reaction system without separating the catalyst or adding additional catalyst, hydrogenating the menthone produced by decreasi... The reactants are O=S(=O)(CCCCl)Nc1ccc(Br)cc1F, O=C([O-])[O-], CN(C)C=O, [K+], [K+]. Yields the product O=S1(=O)CCCN1c1ccc(Br)cc1F. As a reaction SMILES: [Br:1][c:2]1[cH:3][c:4]([F:16])[c:5]([NH:8][S:9](=[O:10])(=[O:11])[CH2:12][CH2:13][CH2:14][Cl:15])[cH:6][cH:7]1.[C:17](=[O:18])([O-:19])[O-:20].[CH3:23][N:24]([CH3:25])[CH:26]=[O:27].[K+:21].[K+:22]>>[Br:1][c:2]1[cH:3][c:4]([F:16])[c:5]([N:8]2[S:9](=[O:10])(=[O:11])[CH2:12][CH2:13][CH2:14]2)[cH:6][cH:7]1. Starting materials: N1N=NC=C1 (1H-1,2,3-triazole), FC1=C(C=CC=C1)[C@@]1(O[C@H]1C)CN1N=CN=C1 ((2R,3S)-2-(2-fluorophenyl)-3-methyl-2-[(1H-1,2, 4-triazol-1-yl)methyl]oxirane), Compound 44. The product is FC1=C(C=CC=C1)[C@@](CN1N=CN=C1)([C@@H](C)N1N=NC=C1)O ((2R,3R)-2-(2-fluorophenyl)-3-(1H-1,2, 3-triazol-1-yl)-1-(1H-1,2,4-triazol-1-yl)-2-butanol). RXN SMILES: [NH:1]1[CH:5]=[CH:4][N:3]=[N:2]1.[F:6][C:7]1[CH:12]=[CH:11][CH:10]=[CH:9][C:8]=1[C@@:13]1([CH2:17][N:18]2[CH:22]=[N:21][CH:20]=[N:19]2)[C@H:15]([CH3:16])[O:14]1>>[F:6][C:7]1[CH:12]=[CH:11][CH:10]=[CH:9][C:8]=1[C@:13]([OH:14])([C@H:15]([N:1]1[CH:5]=[CH:4][N:3]=[N:2]1)[CH3:16])[CH2:17][N:18]1[CH:22]=[N:21][CH:20]=[N:19]1. Procedure: Using 1H-1,2,3-triazole and (2R,3S)-2-(2-fluorophenyl)-3-methyl-2-[(1H-1,2, 4-triazol-1-yl)methyl]oxirane, Compound 44 and Compound 45 were obtained by the same way as in Example 30. Reactants: COc1cc(C=C(CCNCc2cccc(F)c2)C(=O)OC(C)(C)C)ccc1-n1cnc(C)c1, ClCCl, O=C(O)C(F)(F)F. Reaction SMILES: [C:1]([CH3:3])([CH3:4])([O:5][C:6](=[O:2])[C:7]([CH2:8][CH2:9][NH:10][CH2:11][c:12]1[cH:13][c:14]([F:18])[cH:15][cH:16][cH:17]1)=[CH:19][c:20]1[cH:21][c:22]([O:32][CH3:33])[c:23](-[n:26]2[cH:27][n:28][c:29]([CH3:31])[cH:30]2)[cH:24][cH:25]1)[CH3:34].[CH2:42]([Cl:43])[Cl:44].[OH:35][C:36]([C:37]([F:38])([F:39])[F:40])=[O:41]>>[O:5]=[C:6]1[C:7](=[CH:19][c:20]2[cH:21][c:22]([O:32][CH3:33])[c:23](-[n:26]3[cH:27][n:28][c:29]([CH3:31])[cH:30]3)[cH:24][cH:25]2)[CH2:8][CH2:9][N:10]1[CH2:11][c:12]1[cH:13][c:14]([F:18])[cH:15][cH:16][cH:17]1. The product is COc1cc(C=C2CCN(Cc3cccc(F)c3)C2=O)ccc1-n1cnc(C)c1.